Dataset: the Open Reaction Database (ORD), a public repository of structured organic reaction records. Task: describe an organic reaction: reactants, conditions, products, and yield The reactants are [Cl-].[Ca+2].[Cl-] (calcium chloride), O (water), C1=C2N(C(=N1)C1CN(CCC1)C1=CC=C(C(=N1)N)[N+](=O)[O-])CCC2 (6-(3-(6,7-Dihydro-5H-pyrrolo[1,2-c]imidazol-3-yl)piperidin-1-yl)-3-nitropyridin-2-amine). The reagents and catalysts are [Fe] (iron). The solvent is C(C)O (ethanol). Conditions: temperature 70 celsius. Yields the product Cl.C1=C2N(C(=N1)C1CN(CCC1)C1=CC=C(C(=N1)N)N)CCC2 (6-(3-(6,7-Dihydro-5H-pyrrolo[1,2-c]imidazol-3-yl)piperidin-1-yl)pyridine-2,3-diamine hydrochloride salt). Reaction SMILES: [CH:1]1[N:5]=[C:4]([CH:6]2[CH2:11][CH2:10][CH2:9][N:8]([C:12]3[N:17]=[C:16]([NH2:18])[C:15]([N+:19]([O-])=O)=[CH:14][CH:13]=3)[CH2:7]2)[N:3]2[CH2:22][CH2:23][CH2:24][C:2]=12.O.[Cl-:26].[Ca+2].[Cl-]>C(O)C.[Fe]>[ClH:26].[CH:1]1[N:5]=[C:4]([CH:6]2[CH2:11][CH2:10][CH2:9][N:8]([C:12]3[N:17]=[C:16]([NH2:18])[C:15]([NH2:19])=[CH:14][CH:13]=3)[CH2:7]2)[N:3]2[CH2:22][CH2:23][CH2:24][C:2]=12 |f:2.3.4,7.8|. Procedure: 6-(3-(6,7-Dihydro-5H-pyrrolo[1,2-c]imidazol-3-yl)piperidin-1-yl)-3-nitropyridin-2-amine (20 mg, 0.1 mmol) was dissolved in ethanol (0.5 mL) and water (0.1 mL) under nitrogen. Then iron 200 mesh (27 mg, 0.5 mmol) and calcium chloride (3.3 mg, 0.03 mmol) were added and the mixture was heated to 70° C. for 18 h. The reaction mixture was cooled to room temperature followed by filtration through a 0.2 μm nylon syringe filter and rinsing with ethanol (0.5 mL) to afford the title compound. The filtrate... The reactants are B(OC(C)C)(OC(C)C)OC(C)C (Triisopropyl borate), [Li]CCCC (n-BuLi), C(C1=CC=CC=C1)C1=C(C=NN1C)Br (5-Benzyl-4-bromo-1-methyl-1H-pyrazole). The solvent is CCCCCC (Hexane), C1CCOC1 (THF). Conditions: temperature -78 celsius. Product: C(C1=CC=CC=C1)C1=C(C=NN1C)B(O)O ((5-benzyl-1-methyl-1H-pyrazol-4-yl)boronic acid). Isolated yield 39.0%. Reaction SMILES: [CH2:1]([C:8]1[N:12]([CH3:13])[N:11]=[CH:10][C:9]=1Br)[C:2]1[CH:7]=[CH:6][CH:5]=[CH:4][CH:3]=1.[B:15](OC(C)C)([O:20]C(C)C)[O:16]C(C)C.[Li]CCCC>C1COCC1.CCCCCC>[CH2:1]([C:8]1[N:12]([CH3:13])[N:11]=[CH:10][C:9]=1[B:15]([OH:20])[OH:16])[C:2]1[CH:7]=[CH:6][CH:5]=[CH:4][CH:3]=1. Procedure: 5-Benzyl-4-bromo-1-methyl-1H-pyrazole (0.27 g; 1.06 mmol) was dissolved in 5.0 ml anhydrous THF and cooled down to −78° C. Afterwards was added Triisopropyl borate (0.46 ml; 2.01 mmol) and n-BuLi; 1.6 mol/1 in Hexane; (0.69 ml; 1.11 mmol). It was stirred for 1 hour within the desired product was formed. It was warmed to 25° C. and quenched with water. It was purified with reverse phase chromatography by using basic conditions. The solvent is CN(C)C=O (DMF), CC(OCC)=O (EA). Starting materials: CC(OCC)=O.CCCCCCC (EA n-heptane), Cl.N1[C@@H](CC1)CNC(=O)C=1C=CC=C2C1C=CO2 ((2S)-benzofuran-4-carboxylic acid-(azetidine-2-ylmethyl)-amide hydrochloride), CCN(C(C)C)C(C)C (DIEA), COC1=C(C(=O)Cl)C=CC=C1 (2-methoxy-benzoyl chloride). Yield: 53.4%. Run at time 20 hour. Procedure: To a cold (5° C.) solution of (2S)-benzofuran-4-carboxylic acid-(azetidine-2-ylmethyl)-amide hydrochloride (10 mg), DIEA (0.015 mL) in dry DMF (0.1 mL), was added portionwise 2-methoxy-benzoyl chloride (7.35 mg). The reaction mixture was stirred at RT for 20 h. The reaction mixture was diluted with EA, washed with water. The organic extract was dried (MgSO4), filtered and concentrated to yield a crude oil. FC (EA/n-heptane: 1/1) gave 7.3 mg (46%) of the title compound as a solid. LC-MS: rt=0.76 ... Yields the product COC1=C(C(=O)N2[C@@H](CC2)CNC(=O)C=2C=CC=C3C2C=CO3)C=CC=C1 ((2S)-benzofuran-4-carboxylic acid [1-(2-methoxy-benzoyl)-azetidin-2-ylmethyl]-amide). RXN SMILES: Cl.[NH:2]1[CH2:5][CH2:4][C@H:3]1[CH2:6][NH:7][C:8]([C:10]1[CH:11]=[CH:12][CH:13]=[C:14]2[O:18][CH:17]=[CH:16][C:15]=12)=[O:9].CCN(C(C)C)C(C)C.[CH3:28][O:29][C:30]1[CH:38]=[CH:37][CH:36]=[CH:35][C:31]=1[C:32](Cl)=[O:33].CC(=O)OCC.CCCCCCC>CN(C=O)C.CC(=O)OCC>[CH3:28][O:29][C:30]1[CH:38]=[CH:37][CH:36]=[CH:35][C:31]=1[C:32]([N:2]1[CH2:5][CH2:4][C@H:3]1[CH2:6][NH:7][C:8]([C:10]1[CH:11]=[CH:12][CH:13]=[C:14]2[O:18][CH:17]=[CH:16][C:15]=12)=[O:9])=[O:33] |f:0.1,4.5|. Reactants: CN(CCO)C(=O)OC(C)(C)C, C1CCOC1, Oc1cccc2[nH]ccc12, c1ccc(P(c2ccccc2)c2ccccc2)cc1. Product: CN(CCOc1cccc2[nH]ccc12)C(=O)OC(C)(C)C. RXN SMILES: [C:11]([CH3:12])([CH3:13])([CH3:14])[O:15][C:16]([N:17]([CH3:18])[CH2:19][CH2:20][OH:21])=[O:22].[CH2:42]1[O:43][CH2:44][CH2:45][CH2:46]1.[OH:1][c:2]1[c:3]2[cH:4][cH:5][nH:6][c:7]2[cH:8][cH:9][cH:10]1.[c:23]1([P:24]([c:25]2[cH:26][cH:27][cH:28][cH:29][cH:30]2)[c:31]2[cH:32][cH:33][cH:34][cH:35][cH:36]2)[cH:37][cH:38][cH:39][cH:40][cH:41]1>>[O:1]([c:2]1[c:3]2[cH:4][cH:5][nH:6][c:7]2[cH:8][cH:9][cH:10]1)[CH2:20][CH2:19][N:17]([C:16]([O:15][C:11]([CH3:12])([CH3:13])[CH3:14])=[O:22])[CH3:18].